This data is from the Open Reaction Database (ORD), a public repository of structured organic reaction records. The task is: describe an organic reaction: reactants, conditions, products, and yield The reactants are FC(C(=O)O)(F)F.FC(C(=O)O)(F)F.ClC1=NC=C(C(=N1)NC1=CC(=CC=C1)NCCOC1=CC(=CC=C1)[N+](=O)[O-])Cl (N-(2,5-dichloropyrimidin-4-yl)-N′-[2-(3-nitrophenoxy)ethyl]benzene-1,3-diamine bis(trifluoroacetate)), C(C)(=O)O (acetic acid), O (water). Reagents/catalysts: [Fe] (iron). Solvent: CO (methanol), CO (methanol). Run at temperature 20 celsius, time 16 hour. Product: NC=1C=C(OCCNC2=CC(=CC=C2)NC2=NC(=NC=C2Cl)Cl)C=CC1 (N-[2-(3-Aminophenoxy)ethyl]-N′-(2,5-dichloropyrimidin-4-yl)benzene-1,3-diamine). The yield is 107.6%. As a reaction SMILES: FC(F)(F)C(O)=O.FC(F)(F)C(O)=O.[Cl:15][C:16]1[N:21]=[C:20]([NH:22][C:23]2[CH:28]=[CH:27][CH:26]=[C:25]([NH:29][CH2:30][CH2:31][O:32][C:33]3[CH:38]=[CH:37][CH:36]=[C:35]([N+:39]([O-])=O)[CH:34]=3)[CH:24]=2)[C:19]([Cl:42])=[CH:18][N:17]=1.C(O)(=O)C.O>CO.[Fe]>[NH2:39][C:35]1[CH:34]=[C:33]([CH:38]=[CH:37][CH:36]=1)[O:32][CH2:31][CH2:30][NH:29][C:25]1[CH:26]=[CH:27][CH:28]=[C:23]([NH:22][C:20]2[C:19]([Cl:42])=[CH:18][N:17]=[C:16]([Cl:15])[N:21]=2)[CH:24]=1 |f:0.1.2|. Reported procedure: A solution of N-(2,5-dichloropyrimidin-4-yl)-N′-[2-(3-nitrophenoxy)ethyl]benzene-1,3-diamine bis(trifluoroacetate) (100 mg, 0.15 mmol) in methanol (0.63 mL) was treated with acetic acid (0.25 mL, 4.4 mmol), water (0.13 mL, 7.0 mmol), and iron (43 mg, 0.77 mmol) and stirred at 20° C. for 16 h. The reaction mixture was diluted with methanol and treated with celite. The suspension was filtered over a pad of celite and washed with methanol. The filtrate was concentrated to give the desired product (... Starting materials: 80, FC1=CC=C(C=C1)C(F)(F)F (p-fluorobenzotrifluoride), N[C@@H](C(C)C)C(=O)O (valine), C([O-])([O-])=O.[K+].[K+] (potassium carbonate), S1(=O)(=O)CCCC1 (sulfolane). Reagents/catalysts: [I-].C(CCC)[N+](CCCC)(CCCC)CCCC (tetra(n-butyl)ammonium iodide). Reaction conditions: temperature 140 celsius. Product: FC(C1=CC=C(C=C1)NC(C(=O)O)C(C)C)(F)F (2-(4-trifluoromethylphenylamino)-3-methylbutanoic acid). Isolated yield 53.0%. As a reaction SMILES: F[C:2]1[CH:7]=[CH:6][C:5]([C:8]([F:11])([F:10])[F:9])=[CH:4][CH:3]=1.[NH2:12][C@H:13]([C:17]([OH:19])=[O:18])[CH:14]([CH3:16])[CH3:15].C(=O)([O-])[O-].[K+].[K+].S1(CCCC1)(=O)=O>[I-].C([N+](CCCC)(CCCC)CCCC)CCC>[F:9][C:8]([F:11])([F:10])[C:5]1[CH:6]=[CH:7][C:2]([NH:12][CH:13]([CH:14]([CH3:16])[CH3:15])[C:17]([OH:19])=[O:18])=[CH:3][CH:4]=1 |f:2.3.4,6.7|. Procedure details: A mixture of 80 parts of p-fluorobenzotrifluoride, 114 parts of valine, 135 parts of potassium carbonate, 65 parts of tetra(n-butyl)ammonium iodide, and 630 parts of sulfolane was placed in a pressure reactor. The reactor was degassed, placed under an argon atmosphere, sealed, and then heated and maintained at about 140° C. for about 18 hours. Analysis of the reaction product indicated 53.0% yield of 2-(4-trifluoromethylphenylamino)-3-methylbutanoic acid, based on p-fluorobenzotrifluoride starti... Starting materials: Cl (HCl), ClC=1C=C(C(CC1)C(=O)OCC)C1=CC=CC=C1 (ethyl 4-chloro-2-phenylcyclohexa-2,4-dienecarboxylate), ClC1=CC(=C(CC1)C(=O)OCC)C1=CC=CC=C1 (ethyl 4-chloro-2-phenylcyclohexa-1,3-dienecarboxylate), C(C)(C)(C)O[K] (tert-BuOK). The solvent is C(C)(C)(C)O (tert-BuOH), O (water). Conditions: time 2 day. Yields the product ClC1=CC(=C(C(=O)OCC)C=C1)C1=CC=CC=C1 (ethyl 4-chloro-2-phenylbenzoate). RXN SMILES: [Cl:1][C:2]1[CH:3]=[C:4]([C:13]2[CH:18]=[CH:17][CH:16]=[CH:15][CH:14]=2)[CH:5]([C:8]([O:10][CH2:11][CH3:12])=[O:9])[CH2:6][CH:7]=1.ClC1CCC(C(OCC)=O)=C(C2C=CC=CC=2)C=1.C(O[K])(C)(C)C.Cl>C(O)(C)(C)C.O>[Cl:1][C:2]1[CH:7]=[CH:6][C:5]([C:8]([O:10][CH2:11][CH3:12])=[O:9])=[C:4]([C:13]2[CH:18]=[CH:17][CH:16]=[CH:15][CH:14]=2)[CH:3]=1. Procedure details: To a stirred solution of ethyl 4-chloro-2-phenylcyclohexa-2,4-dienecarboxylate and ethyl 4-chloro-2-phenylcyclohexa-1,3-dienecarboxylate(200 mg, 0.762 mmol) in tert-BuOH(3 ml), tert-BuOK(103 mg, 0.914 mmol) was added by portion on a water bath. After stirring for 2 days, water was added to the reaction mixture and it was acidified with dil. HCl aq., extracted with AcOEt. The organic layer was washed with brine and dried over MgSO4. Concentration of the organic layer afford a mixture(200 mg) of e... Reactants: Cc1c(C(=O)Cl)cnn1-c1cc(OC(F)F)n(C)n1, N, C1CCOC1. Yields the product Cc1c(C(N)=O)cnn1-c1cc(OC(F)F)n(C)n1. As a reaction SMILES: [F:1][CH:2]([O:3][c:4]1[cH:5][c:6](-[n:10]2[n:11][cH:12][c:13]([C:16](=[O:17])[Cl:18])[c:14]2[CH3:15])[n:7][n:8]1[CH3:9])[F:19].[NH3:20].[O:21]1[CH2:22][CH2:23][CH2:24][CH2:25]1>>[F:1][CH:2]([O:3][c:4]1[cH:5][c:6](-[n:10]2[n:11][cH:12][c:13]([C:16](=[O:17])[NH2:20])[c:14]2[CH3:15])[n:7][n:8]1[CH3:9])[F:19].